The task is: describe an organic reaction: reactants, conditions, products, and yield. This data is from the Open Reaction Database (ORD), a public repository of structured organic reaction records. Product: BrC=1C=C2C(=NC(=NC2=CC1)NCC1=CC=C(C=C1)S(=O)(=O)N)NCC(F)(F)F (4-{[6-bromo-4-(2,2,2-trifluoro-ethylamino)-quinazolin-2-ylamino]-methyl}-benzenesulfonamide). RXN SMILES: FC(F)(F)CN.[NH2:7][CH2:8][C:9]1[CH:14]=[CH:13][C:12]([S:15]([NH2:18])(=[O:17])=[O:16])=[CH:11][CH:10]=1.[Br:19][C:20]1[CH:21]=[C:22]2[C:27](=[CH:28][CH:29]=1)[N:26]=[C:25](NCC1C=CC(F)=CC=1)[N:24]=[C:23]2[NH:39][CH2:40][C:41]([F:44])([F:43])[F:42]>>[Br:19][C:20]1[CH:21]=[C:22]2[C:27](=[CH:28][CH:29]=1)[N:26]=[C:25]([NH:7][CH2:8][C:9]1[CH:10]=[CH:11][C:12]([S:15]([NH2:18])(=[O:16])=[O:17])=[CH:13][CH:14]=1)[N:24]=[C:23]2[NH:39][CH2:40][C:41]([F:42])([F:44])[F:43]. Procedure: 6-Bromo-2-methanesulfonyl-quinazolin-4-yl)-(2,2,2-trifluoro-ethyl)-amine was reacted with 4-Aminomethyl-benzenesulfonamide in a manner analogous to 6-Bromo-N2-(4-fluoro-benzyl)-N4-(2,2,2-trifluoro-ethyl)-quinazoline-2,4-diamine as described in Example 49. The product was characterized as follows: MS (m/z) 490 [M+H]+; HPLC Rt=1.90 minutes (Method B). Starting materials: FC(CN)(F)F ((2,2,2-trifluoro-ethyl)-amine), NCC1=CC=C(C=C1)S(=O)(=O)N (4-Aminomethyl-benzenesulfonamide), BrC=1C=C2C(=NC(=NC2=CC1)NCC1=CC=C(C=C1)F)NCC(F)(F)F (6-Bromo-N2-(4-fluoro-benzyl)-N4-(2,2,2-trifluoro-ethyl)-quinazoline-2,4-diamine). Starting materials: CCOC(C)=O, NC(=O)c1ccc(O)c(O)c1O, O=P(Cl)(Cl)Cl. Product: N#Cc1ccc(O)c(O)c1O. Reaction SMILES: [CH3:18][CH2:19][O:20][C:21](=[O:22])[CH3:23].[OH:1][c:2]1[c:3]([C:4](=[O:5])[NH2:6])[cH:7][cH:8][c:9]([OH:12])[c:10]1[OH:11].[P:13]([Cl:14])([Cl:15])([Cl:16])=[O:17]>>[OH:1][c:2]1[c:3]([C:4]#[N:6])[cH:7][cH:8][c:9]([OH:12])[c:10]1[OH:11]. Yields the product C(C)(C)(C)OC(=O)NC(=NC1=CC(=CC=C1)C1=NC=CC(=C1)OC)NC(=O)OC(C)(C)C (N,N′-bis (tert-butoxycarbonyl) -N″- (3- (4-methoxypyridin-2-yl) phenyl) guanidine). Reaction SMILES: [CH3:1][O:2][C:3]1[CH:8]=[CH:7][N:6]=[C:5]([C:9]2[CH:10]=[C:11]([CH:13]=[CH:14][CH:15]=2)[NH2:12])[CH:4]=1.[C:16]([O:20][C:21]([NH:23][C:24]([NH:26][C:27]([O:29][C:30]([CH3:33])([CH3:32])[CH3:31])=[O:28])=S)=[O:22])([CH3:19])([CH3:18])[CH3:17].C(N(C(C)C)CC)(C)C.[I-].C[N+]1C=CC=CC=1Cl>ClCCl>[C:30]([O:29][C:27]([NH:26][C:24]([NH:23][C:21]([O:20][C:16]([CH3:19])([CH3:18])[CH3:17])=[O:22])=[N:12][C:11]1[CH:13]=[CH:14][CH:15]=[C:9]([C:5]2[CH:4]=[C:3]([O:2][CH3:1])[CH:8]=[CH:7][N:6]=2)[CH:10]=1)=[O:28])([CH3:33])([CH3:32])[CH3:31] |f:3.4|. Starting materials: [I-].C[N+]1=C(C=CC=C1)Cl (1-methyl-2-chloropyridinium iodide), COC1=CC(=NC=C1)C=1C=C(N)C=CC1 (3-(4-methoxypyridin-2-yl)aniline), C(C)(C)(C)OC(=O)NC(=S)NC(=O)OC(C)(C)C (N,N′-bis(tert-butoxycarbonyl)thiourea), C(C)(C)N(CC)C(C)C (diisopropylethyl-amine). The yield is 83.5%. Reaction conditions: time 2 hour. Reported procedure: To a suspension of 3-(4-methoxypyridin-2-yl)aniline (130 mg), N,N′-bis(tert-butoxycarbonyl)thiourea (216 mg) and diisopropylethyl-amine (0.26 ml) in dichloromethane (6.5 ml) was added 1-methyl-2-chloropyridinium iodide (216 mg), and the mixture was stirred for 2 hours. The mixture was diluted with dichloromethane, washed with water and brine, dried over magnesium sulfate and evaporated under reduced pressure. The residue was purified by column chromatography (silica gel 25 g, n-hexane:ethyl acet... Solvent: ClCCl (dichloromethane), ClCCl (dichloromethane). Reactants: IC=1C=NNC1 (4-iodopyrazole), C1(=CC=C(C=C1)S(=O)(=O)OC[C@@H]1OC(OC1)(C)C)C ((R)-(−)-(2,2-Dimethyl-1,3-dioxolan-4-yl)methyl p-toluenesulfonate), C(=O)([O-])[O-].[Cs+].[Cs+] (Cs2CO3), CN(C)C=O (DMF). Conditions: temperature 100 celsius. Yields the product CC1(OC[C@@H](O1)CN1N=CC(=C1)I)C (1-{[(4S)-2,2-Dimethyl-1,3-dioxolan-4-yl]methyl}-4-iodo-1H-pyrazole). RXN SMILES: [I:1][C:2]1[CH:3]=[N:4][NH:5][CH:6]=1.C1(C)C=CC(S(O[CH2:17][C@H:18]2[CH2:22][O:21][C:20]([CH3:24])([CH3:23])[O:19]2)(=O)=O)=CC=1.C([O-])([O-])=O.[Cs+].[Cs+].CN(C=O)C>>[CH3:23][C:20]1([CH3:24])[O:19][C@@H:18]([CH2:17][N:4]2[CH:3]=[C:2]([I:1])[CH:6]=[N:5]2)[CH2:22][O:21]1 |f:2.3.4|. Procedure: A mixture of 4-iodopyrazole (1.00 g, 5.16 mmol), (R)-(−)-(2,2-Dimethyl-1,3-dioxolan-4-yl)methyl p-toluenesulfonate (1.624 g, 5.671 mmol), Cs2CO3 (2.52 g, 7.73 mmol) and DMF (8 mL, 100 mmol) was heated to 100° C. for 2 h. The solution was extracted with EtOAc, and washed with water (2×). The organic layer was concentrated in vacuo and purified via column chromatography, eluting with 2-10% EtOAc/hexanes. The fractions containing the pure product were concentrated in vacuo to afford the title compo... Starting materials: N=1C=2C=CC=CC2C=CC1C, O=C(O)C(C)(C)C. Reagents/catalysts: O=S(=O)(O)OOS(=O)(=O)O.N. The solvent is O, O=S(C)C. Conditions: temperature 40 celsius, time 16 hour. Product: N=1C=2C=CC=CC2C(=CC1C)C(C)(C)C. The yield is 61.0%. Reaction SMILES: [CH3:1][O:2][C:3](=[O:12])[C:4]1[CH:9]=[CH:8][C:7]([CH:10]=[O:11])=[CH:6][CH:5]=1.[CH2:13]([Mg]Cl)[CH2:14][CH2:15][CH3:16]>>[CH3:1][O:2][C:3](=[O:12])[C:4]1[CH:9]=[CH:8][C:7]([CH:10]([OH:11])[CH2:13][CH2:14][CH2:15][CH3:16])=[CH:6][CH:5]=1. Product: COC(C1=CC=C(C=C1)C(CCCC)O)=O (Racemic 4-(1-Hydroxy-pentyl)-benzoic acid methyl ester). Reactants: COC(C1=CC=C(C=C1)C=O)=O (4-formyl-benzoic acid methyl ester), C(CCC)[Mg]Cl (n-butyl magnesium chloride). Procedure details: This compound is made from 4-formyl-benzoic acid methyl ester and n-butyl magnesium chloride following the general method exemplified in Preparation 1. The reactants are Br, Br, CC(C)(C)N1CCNCC1, Nc1ccc(Cl)cc1I, O=C(OC(Cl)(Cl)Cl)OC(Cl)(Cl)Cl, ClCCl. Yields the product CC(C)(C)N1CCN(C(=O)Nc2ccc(Cl)cc2I)CC1. Reaction SMILES: [BrH:22].[BrH:23].[C:24]([CH3:25])([CH3:26])([CH3:27])[N:28]1[CH2:29][CH2:30][NH:31][CH2:32][CH2:33]1.[Cl:13][c:14]1[cH:15][c:16]([I:21])[c:17]([NH2:18])[cH:19][cH:20]1.[Cl:1][C:2]([Cl:3])([O:4][C:5]([O:6][C:7]([Cl:8])([Cl:9])[Cl:10])=[O:11])[Cl:12].[Cl:34][CH2:35][Cl:36]>>[C:5](=[O:11])([NH:18][c:17]1[c:16]([I:21])[cH:15][c:14]([Cl:13])[cH:20][cH:19]1)[N:31]1[CH2:30][CH2:29][N:28]([C:24]([CH3:25])([CH3:26])[CH3:27])[CH2:33][CH2:32]1.